This data is from the Open Reaction Database (ORD), a public repository of structured organic reaction records. The task is: describe an organic reaction: reactants, conditions, products, and yield Starting materials: C1CCOC1, CCOC(=O)COc1ccc(SCc2cccc(-c3ccc(C(F)(F)F)cc3)n2)cc1C, CCOC(C)=O, Cl, [Na+], [OH-]. Product: Cc1cc(SCc2cccc(-c3ccc(C(F)(F)F)cc3)n2)ccc1OCC(=O)O. As a reaction SMILES: [CH2:42]1[O:43][CH2:44][CH2:45][CH2:46]1.[CH3:1][c:2]1[c:3]([O:26][CH2:27][C:28](=[O:29])[O:30][CH2:31][CH3:32])[cH:4][cH:5][c:6]([S:8][CH2:9][c:10]2[n:11][c:12](-[c:16]3[cH:17][cH:18][c:19]([C:22]([F:23])([F:24])[F:25])[cH:20][cH:21]3)[cH:13][cH:14][cH:15]2)[cH:7]1.[CH3:36][CH2:37][O:38][C:39]([CH3:40])=[O:41].[ClH:35].[Na+:34].[OH-:33]>>[CH3:1][c:2]1[c:3]([O:26][CH2:27][C:28](=[O:29])[OH:30])[cH:4][cH:5][c:6]([S:8][CH2:9][c:10]2[n:11][c:12](-[c:16]3[cH:17][cH:18][c:19]([C:22]([F:23])([F:24])[F:25])[cH:20][cH:21]3)[cH:13][cH:14][cH:15]2)[cH:7]1. Starting materials: FC1=NC(=CC=C1)C1=CC=C(C=C1)OCCCCCCCC (2-fluoro-6-(4-octyloxyphenyl)pyridine), BrCCCCCCCC (1-bromooctane), C(C)(C)NC(C)C (diisopropylamine), C(CCC)[Li] (n-butyllithium). Solvent: O1CCCC1 (tetrahydrofuran), O1CCCC1 (tetrahydrofuran), O1CCCC1 (tetrahydrofuran), CCCCCC (hexane), O (water). Conditions: temperature -78 celsius, time 4 hour. Product: FC1=NC(=CC=C1CCCCCCCC)C1=CC=C(C=C1)OCCCCCCCC (2-fluoro-3-octyl-6-(4-octyloxyphenyl)pyridine). The yield is 3.6%. As a reaction SMILES: C(NC(C)C)(C)C.C([Li])CCC.[F:13][C:14]1[CH:19]=[CH:18][CH:17]=[C:16]([C:20]2[CH:25]=[CH:24][C:23]([O:26][CH2:27][CH2:28][CH2:29][CH2:30][CH2:31][CH2:32][CH2:33][CH3:34])=[CH:22][CH:21]=2)[N:15]=1.Br[CH2:36][CH2:37][CH2:38][CH2:39][CH2:40][CH2:41][CH2:42][CH3:43]>O1CCCC1.CCCCCC.O>[F:13][C:14]1[C:19]([CH2:36][CH2:37][CH2:38][CH2:39][CH2:40][CH2:41][CH2:42][CH3:43])=[CH:18][CH:17]=[C:16]([C:20]2[CH:25]=[CH:24][C:23]([O:26][CH2:27][CH2:28][CH2:29][CH2:30][CH2:31][CH2:32][CH2:33][CH3:34])=[CH:22][CH:21]=2)[N:15]=1. Procedure details: 0.74 g (7.3 mmol) of diisopropylamine in 30 ml of tetrahydrofuran is stirred at 0° C. with 4.56 ml (7.3 mmol) of a 1.6-molar n-butyllithium solution in hexane under argon for 1 hour. After cooling to -78° C., 2.00 g (6.64 mmol) of 2-fluoro-6-(4-octyloxyphenyl)pyridine in 30 ml of tetrahydrofuran are added dropwise at such a rate that the temperature does not exceed 70° C. After 4 hours at -78° C., 1.35 g (7.00 mmol) of 1-bromooctane in 10 ml of tetrahydrofuran are added dropwise while also maint... Starting materials: C(C1=CC=CC=C1)(=O)C(=COCC)S(=O)(=O)C1=CC=C(C=C1)C (1-benzoyl-2-ethoxy-1-(4-methylphenylsulphonyl)ethene), NC1=NC=C(C=C1)Br (2-amino-5-bromopyridine). The solvent is CC(=O)N(C)C (dimethylacetamide). The product is C(C1=CC=CC=C1)(=O)C(=CNC1=NC=C(C=C1)Br)S(=O)(=O)C1=CC=C(C=C1)C (1-benzoyl-2-(5-bromopyrid-2-ylamino)-1-(4-methylphenylsulphonyl)ethene). Yield: 34.0%. RXN SMILES: [C:1]([C:9]([S:14]([C:17]1[CH:22]=[CH:21][C:20]([CH3:23])=[CH:19][CH:18]=1)(=[O:16])=[O:15])=[CH:10]OCC)(=[O:8])[C:2]1[CH:7]=[CH:6][CH:5]=[CH:4][CH:3]=1.[NH2:24][C:25]1[CH:30]=[CH:29][C:28]([Br:31])=[CH:27][N:26]=1>CC(N(C)C)=O>[C:1]([C:9]([S:14]([C:17]1[CH:22]=[CH:21][C:20]([CH3:23])=[CH:19][CH:18]=1)(=[O:15])=[O:16])=[CH:10][NH:24][C:25]1[CH:30]=[CH:29][C:28]([Br:31])=[CH:27][N:26]=1)(=[O:8])[C:2]1[CH:3]=[CH:4][CH:5]=[CH:6][CH:7]=1. Procedure details: A solution of 1-benzoyl-2-ethoxy-1-(4-methylphenylsulphonyl)ethene (0.85 g) and 2-amino-5-bromopyridine (0.45 g) in dimethylacetamide (30 ml) was heated at reflux for 2 hours. It was then cooled and poured onto ice (60 g). The resulting off-white precipitate was filtered off, washed with water, dried, and recrystallised from ethyl acetate, to give 1-benzoyl-2-(5-bromopyrid-2-ylamino)-1-(4-methylphenylsulphonyl)ethene (0.4 g), m.p. 205° C. The reactants are [OH-].[Na+] (sodium hydroxide), C(CCCC)=O (n-pentanal). Run in O (water). Reaction conditions: temperature 80 celsius. Product: C(CC)C(C=O)=CCCCC (2-propyl-2-heptenal). Isolated yield 88.4%. Reaction SMILES: [OH-].[Na+].[CH:3](=[O:8])[CH2:4][CH2:5][CH2:6][CH3:7]>O>[CH2:5]([C:4](=[CH:3][CH2:4][CH2:5][CH2:6][CH3:7])[CH:3]=[O:8])[CH2:6][CH3:7] |f:0.1|. Reported procedure: A reactor equipped with a dropping funnel and a condenser was charged with 20 g (0.5 mol) of sodium hydroxide (manufactured by Kanto Chemical Co., Inc.) and 500 mL of water. 2434 g (28.3 mol) of n-pentanal (“Valeraldehyde” manufactured by Tokyo Chemical Industry Co., Ltd.) was added dropwise to the mixture from the dropping funnel over 3.5 hours while stirring the mixture at 80° C. The mixture was stirred at 95° C. for 2 hours, and the aqueous layer was removed from the reaction product. The rea... Starting materials: BrC=1C=NC(=NC1)Cl (5-bromo-2-chloropyrimidine), FC1=C(C=CC=C1F)B(O)O (2,3-difluorophenylboronic acid), C([O-])([O-])=O.[Na+].[Na+] (sodium carbonate). Reagents/catalysts: C=1C=CC(=CC1)[P](C=2C=CC=CC2)(C=3C=CC=CC3)[Pd]([P](C=4C=CC=CC4)(C=5C=CC=CC5)C=6C=CC=CC6)([P](C=7C=CC=CC7)(C=8C=CC=CC8)C=9C=CC=CC9)[P](C=1C=CC=CC1)(C=1C=CC=CC1)C=1C=CC=CC1 (tetrakis(triphenylphosphine)palladium(0)). Solvent: C1(=CC=CC=C1)C (toluene), C(C)O (ethanol), O (water). The product is ClC1=NC=C(C=N1)C1=C(C(=CC=C1)F)F (2-chloro-5-(2,3-difluorophenyl)pyrimidine). Isolated yield 57.8%. Reaction SMILES: Br[C:2]1[CH:3]=[N:4][C:5]([Cl:8])=[N:6][CH:7]=1.[F:9][C:10]1[C:15]([F:16])=[CH:14][CH:13]=[CH:12][C:11]=1B(O)O.C(=O)([O-])[O-].[Na+].[Na+]>C1(C)C=CC=CC=1.C(O)C.O.C1C=CC([P]([Pd]([P](C2C=CC=CC=2)(C2C=CC=CC=2)C2C=CC=CC=2)([P](C2C=CC=CC=2)(C2C=CC=CC=2)C2C=CC=CC=2)[P](C2C=CC=CC=2)(C2C=CC=CC=2)C2C=CC=CC=2)(C2C=CC=CC=2)C2C=CC=CC=2)=CC=1>[Cl:8][C:5]1[N:4]=[CH:3][C:2]([C:14]2[CH:13]=[CH:12][CH:11]=[C:10]([F:9])[C:15]=2[F:16])=[CH:7][N:6]=1 |f:2.3.4,^1:40,42,61,80|. Reported procedure: A reaction of 288 mmol of 5-bromo-2-chloropyrimidine, 288 mmol of 2,3-difluorophenylboronic acid, 576 mmol of sodium carbonate and 5.8 mmol of tetrakis(triphenylphosphine)palladium(0) in 560 ml of toluene, 280 ml of ethanol and 280 ml of water is carried out analogously to the procedure indicated for precursor 3. Corresponding purification gives 37.7 g (58%) of a colorless solid. Reactants: BrC=1C=2C3C(N(C2C=CC1)C(=O)OC(C)(C)C)CCN(CC3)C(=O)OC(C)(C)C (di(tert-butyl) 10-bromo-1,2,4,5,5a,10b-hexahydroazepino[4,5-b]indole-3,6-dicarboxylate), P(=O)([O-])([O-])[O-].[K+].[K+].[K+] (potassium phosphate), O1C=C(C=C1)B(O)O (furan-3-boronic acid), N#N (N2). Reagents/catalysts: [Pd].C1(=CC=CC=C1)P(C1=CC=CC=C1)C1=CC=CC=C1.C1(=CC=CC=C1)P(C1=CC=CC=C1)C1=CC=CC=C1.C1(=CC=CC=C1)P(C1=CC=CC=C1)C1=CC=CC=C1.C1(=CC=CC=C1)P(C1=CC=CC=C1)C1=CC=CC=C1 (tetrakis(triphenylphosphine)-palladium). Run in CN(C)C=O (DMF). Run at temperature 80 celsius. Yields the product O1C=C(C=C1)C=1C=2[C@H]3[C@@H](NC2C=CC1)CCNCC3 ((5aS*,10bS*)-10-(3-furyl)-1,2,3,4,5,5a,6,10b-octahydroazepino[4,5-b]indole). Yield: 69.8%. RXN SMILES: Br[C:2]1[C:3]2[CH:4]3[CH2:22][CH2:21][N:20](C(OC(C)(C)C)=O)[CH2:19][CH2:18][CH:5]3[N:6](C(OC(C)(C)C)=O)[C:7]=2[CH:8]=[CH:9][CH:10]=1.P([O-])([O-])([O-])=O.[K+].[K+].[K+].[O:38]1[CH:42]=[CH:41][C:40](B(O)O)=[CH:39]1.N#N>[Pd].C1(P(C2C=CC=CC=2)C2C=CC=CC=2)C=CC=CC=1.C1(P(C2C=CC=CC=2)C2C=CC=CC=2)C=CC=CC=1.C1(P(C2C=CC=CC=2)C2C=CC=CC=2)C=CC=CC=1.C1(P(C2C=CC=CC=2)C2C=CC=CC=2)C=CC=CC=1.CN(C=O)C>[O:38]1[CH:42]=[CH:41][C:40]([C:2]2[C:3]3[C@@H:4]4[CH2:22][CH2:21][NH:20][CH2:19][CH2:18][C@@H:5]4[NH:6][C:7]=3[CH:8]=[CH:9][CH:10]=2)=[CH:39]1 |f:1.2.3.4,7.8.9.10.11|. Reported procedure: A 30-mL shaker vial was charged with di(tert-butyl) 10-bromo-1,2,4,5,5a,10b-hexahydroazepino[4,5-b]indole-3,6-dicarboxylate (0.10 g, 0.214 mmol), potassium phosphate (0.068 g, 0.32 mmol), furan-3-boronic acid (0.072 g, 0.642 mmol), and DMF (2 mL). The vial was purged with N2, and tetrakis(triphenylphosphine)-palladium (0.025 g, 0.02 mmol) was added and the mixture was agitated at 250 RPM with heating at 80° C. overnight. The mixture was filtered through Celite, washing with MeOH (3-5 mL), and su... Reaction conditions: time 1 hour. The solvent is O1CCCC1 (tetrahydrofuran). As a reaction SMILES: [Cl:1][C:2]1[CH:3]=[CH:4][C:5]([CH:24]=[O:25])=[C:6]2[C:10]=1[N:9]=[C:8]1[N:11]([C:15]3[C:16]([CH3:23])=[N:17][C:18]([O:21][CH3:22])=[CH:19][CH:20]=3)[CH2:12][CH2:13][CH2:14][N:7]21.[CH:26]1([Mg]Br)[CH2:28][CH2:27]1>O1CCCC1>[Cl:1][C:2]1[C:10]2[N:9]=[C:8]3[N:11]([C:15]4[C:16]([CH3:23])=[N:17][C:18]([O:21][CH3:22])=[CH:19][CH:20]=4)[CH2:12][CH2:13][CH2:14][N:7]3[C:6]=2[C:5]([CH:24]([CH:26]2[CH2:28][CH2:27]2)[OH:25])=[CH:4][CH:3]=1. Product: ClC1=CC=C(C=2N3C(=NC21)N(CCC3)C=3C(=NC(=CC3)OC)C)C(O)C3CC3 ([9-Chloro-1-(6-methoxy-2-methylpyridin-3-yl)-1,2,3,4-tetrahydropyrimido[1,2-a]benzimidazol-6-yl](cyclopropyl)methanol). Procedure: To a solution of 9-chloro-1-(6-methoxy-2-methylpyridin-3-yl)-1,2,3,4-tetrahydropyrimido[1,2-a]benzimidazole-6-carbaldehyde (213.6 mg, 0.599 mmol) in tetrahydrofuran (3.0 mL) was added cyclopropylmagnesium bromide (1.0 M solution in tetrahydrofuran, 898 μL, 0.898 mmol) at 0° C. The reaction mixture was stirred at room temperature for 1 hr. The starting material wasn't consumed completely. To the mixture was added cyclopropylmagnesium bromide (1.0 M solution in tetrahydrofuran, 449 μL, 0.449 mmol)... Reactants: ClC=1C=CC(=C2N3C(=NC21)N(CCC3)C=3C(=NC(=CC3)OC)C)C=O (9-chloro-1-(6-methoxy-2-methylpyridin-3-yl)-1,2,3,4-tetrahydropyrimido[1,2-a]benzimidazole-6-carbaldehyde), C1(CC1)[Mg]Br (cyclopropylmagnesium bromide), C1(CC1)[Mg]Br (cyclopropylmagnesium bromide). Yield: 96.8%. As a reaction SMILES: [N:1]1[N:2]([C:11]2[CH:19]=[CH:18][C:14]([C:15]([NH2:17])=[O:16])=[CH:13][CH:12]=2)[CH:3]=[C:4]2[CH2:10][CH2:9][NH:8][CH2:7][CH2:6][C:5]=12.[CH3:20][CH:21]([CH3:24])[CH:22]=O.C(O[BH-](OC(=O)C)OC(=O)C)(=O)C.[Na+]>ClCCl.C(O)(=O)C.CO>[CH3:20][CH:21]([CH3:24])[CH2:22][N:8]1[CH2:9][CH2:10][C:4]2=[CH:3][N:2]([C:11]3[CH:19]=[CH:18][C:14]([C:15]([NH2:17])=[O:16])=[CH:13][CH:12]=3)[N:1]=[C:5]2[CH2:6][CH2:7]1 |f:2.3|. Conditions: time 20 minute. The reagents and catalysts are C(C)(=O)O (acetic acid). The solvent is ClCCl (dichloromethane), CO (methanol). Reported procedure: To a solution of 4-(5,6,7,8-tetrahydropyrazolo[3,4-d]azepin-2(4H)-yl)benzamide (may be prepared as described in Description 37) (31 mg, 0.12 mmol) in dichloromethane (3 ml) was added 2-methylpropanal (17 mg, 0.24 mmol) and acetic acid (2 drops). The resulting mixture was stirred at room temperature, under argon, for 20 minutes. Sodium triacetoxyborohydride (51 mg, 0.24 mmol) was added and stirring continued for 2 hours. The resulting crude mixture was diluted with methanol and then purified by S... The reactants are N=1N(C=C2C1CCNCC2)C2=CC=C(C(=O)N)C=C2 (4-(5,6,7,8-tetrahydropyrazolo[3,4-d]azepin-2(4H)-yl)benzamide), CC(C=O)C (2-methylpropanal), crude mixture, C(C)(=O)O[BH-](OC(C)=O)OC(C)=O.[Na+] (Sodium triacetoxyborohydride). Product: CC(CN1CCC=2C(CC1)=CN(N2)C2=CC=C(C(=O)N)C=C2)C (4-[6-(2-Methylpropyl)-5,6,7,8-tetrahydropyrazolo[3,4-d]azepin-2(4H)-yl]benzamide).